This data is from the Open Reaction Database (ORD), a public repository of structured organic reaction records. The task is: describe an organic reaction: reactants, conditions, products, and yield As a reaction SMILES: [Cl:1][C:2]1[C:3]([F:37])=[C:4]([CH:34]=[CH:35][CH:36]=1)[C:5]([N:7]1[CH2:12][CH2:11][N:10]([CH2:13][C:14]2[N:19]=[C:18]([NH:20][C:21]3[CH:25]=[CH:24][N:23](COCC[Si](C)(C)C)[N:22]=3)[CH:17]=[CH:16][CH:15]=2)[CH2:9][CH2:8]1)=[O:6].O>FC(F)(F)C([O-])=O>[Cl:1][C:2]1[C:3]([F:37])=[C:4]([CH:34]=[CH:35][CH:36]=1)[C:5]([N:7]1[CH2:12][CH2:11][N:10]([CH2:13][C:14]2[N:19]=[C:18]([NH:20][C:21]3[CH:25]=[CH:24][NH:23][N:22]=3)[CH:17]=[CH:16][CH:15]=2)[CH2:9][CH2:8]1)=[O:6]. Run in FC(C(=O)[O-])(F)F (trifluoroacetate). Reported procedure: 18 mg of (6-((4-(3-Chloro-2-fluorobenzoyl)piperazin-1-yl)methyl)-N-(1-((2-(trimethylsilyl)ethoxy)methyl)-1H-pyrazol-3-yl)pyridin-2-amine was dissolved in 900 μl of trifluoroacetate and 100 μl of water followed by stirring at room temperature for 5 hours. The reaction solution was concentrated in vacuo, diluted with ethyl acetate, and then washed with saturated sodium bicarbonate, water and brine. The resulting organic layer was dried over magnesium sulfate and filtered, and the filtrate was conc... The reactants are ClC=1C(=C(C(=O)N2CCN(CC2)CC2=CC=CC(=N2)NC2=NN(C=C2)COCC[Si](C)(C)C)C=CC1)F (6-((4-(3-Chloro-2-fluorobenzoyl)piperazin-1-yl)methyl)-N-(1-((2-(trimethylsilyl)ethoxy)methyl)-1H-pyrazol-3-yl)pyridin-2-amine), O (water). Reaction conditions: time 5 hour. Product: ClC=1C(=C(C(=O)N2CCN(CC2)CC2=CC=CC(=N2)NC2=NNC=C2)C=CC1)F (6-((4-(3-chloro-2-fluorobenzoyl)piperazin-1-yl)methyl)-N-1H-pyrazol-3-ylpyridin-2-amine). Reactants: BrC1=CC=C(C=C1)S(=O)(=O)NCCOC=1C=C(C#N)C=CC1 (3-[2-(4-bromobenzenesulfonylamino)ethoxy]benzonitrile), CN1C(CCC1)=O (N-methylpyrrolidone), C(C)(=O)OCC (ethyl acetate). Reagents/catalysts: [Cu+] (copper (I)). Reaction conditions: temperature 140 celsius, time 8 hour. The product is C(#N)C1=CC=C(C=C1)S(=O)(=O)NCCOC=1C=C(C#N)C=CC1 (3-[2-(4-cyanobenzenesulfonylamino)ethoxy]benzonitrile). Reaction SMILES: Br[C:2]1[CH:7]=[CH:6][C:5]([S:8]([NH:11][CH2:12][CH2:13][O:14][C:15]2[CH:16]=[C:17]([CH:20]=[CH:21][CH:22]=2)[C:18]#[N:19])(=[O:10])=[O:9])=[CH:4][CH:3]=1.C(OCC)(=O)C.[CH3:29][N:30]1CCCC1=O>[Cu+]>[C:29]([C:2]1[CH:7]=[CH:6][C:5]([S:8]([NH:11][CH2:12][CH2:13][O:14][C:15]2[CH:16]=[C:17]([CH:20]=[CH:21][CH:22]=2)[C:18]#[N:19])(=[O:10])=[O:9])=[CH:4][CH:3]=1)#[N:30]. Procedure details: 300 mg (0.84 mmol) of 3-[2-(4-bromobenzenesulfonylamino)ethoxy]benzonitrile was dissolved in 1 ml of N-methylpyrrolidone. 76 mg (0.84 mmol) of copper (I) cyamide was added to the solution, and they were stirred at 140° C. overnight. The crude product was obtained by the treatment with ethyl acetate as the extractant in an ordinary manner. After the silica gel column chromatography, the title compound was obtained. Reactants: O=C([O-])O, CC(C)C[AlH]CC(C)C, Cc1ccccc1, CCOC(C)=O, CCOC(=O)C=C(C)c1cccc([N+](=O)[O-])c1, [Na+], O. The product is CC(=CCO)c1cccc([N+](=O)[O-])c1. Reaction SMILES: [C:28](=[O:29])([O-:30])[OH:31].[CH3:18][CH:19]([CH2:20][AlH:21][CH2:22][CH:23]([CH3:24])[CH3:25])[CH3:26].[CH3:33][c:34]1[cH:35][cH:36][cH:37][cH:38][cH:39]1.[CH3:40][CH2:41][O:42][C:43](=[O:44])[CH3:45].[N+:1](=[O:2])([O-:3])[c:4]1[cH:5][c:6]([C:10](=[CH:11][C:12](=[O:13])[O:14][CH2:15][CH3:16])[CH3:17])[cH:7][cH:8][cH:9]1.[Na+:32].[OH2:27]>>[N+:1](=[O:2])([O-:3])[c:4]1[cH:5][c:6]([C:10](=[CH:11][CH2:12][OH:13])[CH3:17])[cH:7][cH:8][cH:9]1. The product is Cl.N[C@@H]1CN(CC1)[C@@H](C(F)(F)F)C=1C=CC=2N(C1)C(=NN2)C2=NC1=CC(=C(C=C1C=C2)F)O (2-(6-((R)-1-((S)-3-aminopyrrolidin-1-yl)-2,2,2-trifluoroethyl)-[1,2,4]triazolo[4,3-a]pyridin-3-yl)-6-fluoro quinolin-7-ol hydrochloride). Yield: 80.8%. Solvent: Cl (HCl), CC(C)O (IPA). Reported procedure: (S)-1-((R)-1-(3-(7-(cyclopropylmethoxy)-6-fluoroquinolin-2-yl)-[1,2,4]triazolo[4,3-a]pyridin-6-yl)-2,2,2-trifluoroethyl)pyrrolidin-3-amine hydrochloride (Example 134; 50 mg, 0.1 mmol) was heated to 60° C. in 6N HCl in IPA for 3 days. After concentration, the residue was dissolve in 1 mL of MeOH then added to 2N HCl in ether. The resulting solid was dried under high vacuum to yield 2-(6-((R)-1-((S)-3-aminopyrrolidin-1-yl)-2,2,2-trifluoroethyl)-[1,2,4]triazolo[4,3-a]pyridin-3-yl)-6-fluoro quinolin... The reactants are Cl.C1(CC1)COC1=C(C=C2C=CC(=NC2=C1)C1=NN=C2N1C=C(C=C2)[C@H](C(F)(F)F)N2C[C@H](CC2)N)F ((S)-1-((R)-1-(3-(7-(cyclopropylmethoxy)-6-fluoroquinolin-2-yl)-[1,2,4]triazolo[4,3-a]pyridin-6-yl)-2,2,2-trifluoroethyl)pyrrolidin-3-amine hydrochloride). RXN SMILES: [ClH:1].C1(C[O:6][C:7]2[CH:16]=[C:15]3[C:10]([CH:11]=[CH:12][C:13]([C:17]4[N:21]5[CH:22]=[C:23]([C@@H:26]([N:31]6[CH2:35][CH2:34][C@H:33]([NH2:36])[CH2:32]6)[C:27]([F:30])([F:29])[F:28])[CH:24]=[CH:25][C:20]5=[N:19][N:18]=4)=[N:14]3)=[CH:9][C:8]=2[F:37])CC1>Cl.CC(O)C>[ClH:1].[NH2:36][C@H:33]1[CH2:34][CH2:35][N:31]([C@H:26]([C:23]2[CH:24]=[CH:25][C:20]3[N:21]([C:17]([C:13]4[CH:12]=[CH:11][C:10]5[C:15](=[CH:16][C:7]([OH:6])=[C:8]([F:37])[CH:9]=5)[N:14]=4)=[N:18][N:19]=3)[CH:22]=2)[C:27]([F:29])([F:28])[F:30])[CH2:32]1 |f:0.1,4.5|. As a reaction SMILES: [OH:1][C:2]1[CH:3]=[N:4][C:5]([CH3:8])=[CH:6][CH:7]=1.C(=O)([O-])[O-].[K+].[K+].Cl[C:16]1[CH:21]=[CH:20][N:19]=[CH:18][C:17]=1[N+:22]([O-:24])=[O:23].O>CN(C=O)C>[CH3:8][C:5]1[N:4]=[CH:3][C:2]([O:1][C:16]2[CH:21]=[CH:20][N:19]=[CH:18][C:17]=2[N+:22]([O-:24])=[O:23])=[CH:7][CH:6]=1 |f:1.2.3|. Run at time 15 minute. Reported procedure: To a solution of 3-hydroxy-6-methylpyridine (1.0 g, 9.16 mmol) in DMF (5 ml) at room temperature was added potassium carbonate (2.53 g, 18.32 mmol) in DMF (10 mL) and the mixture was stirred at room temperature for 15 min. Then, 4-chloro-3-nitropyridine (1.45 g, 9.16 mmol) was added and the resulting solution was stirred at room temperature for 2 h. The mixture was poured into water and extracted with EtOAc. The organic layer was washed with water and brine, dried (MgSO4), filtered and evaporate... Yields the product CC1=CC=C(C=N1)OC1=C(C=NC=C1)[N+](=O)[O-] (4-(6-Methylpyridin-3-yloxy)-3-nitropyridine). Run in CN(C)C=O (DMF), CN(C)C=O (DMF). Isolated yield 99.2%. Starting materials: OC=1C=NC(=CC1)C (3-hydroxy-6-methylpyridine), C([O-])([O-])=O.[K+].[K+] (potassium carbonate), O (water), ClC1=C(C=NC=C1)[N+](=O)[O-] (4-chloro-3-nitropyridine). The reactants are N/C(/C#N)=C(/C#N)\NCC1=CC(=C(C=C1)Cl)Cl (2-Amino-3-(3,4-dichlorobenzylamino)maleonitrile), C(C)O (ethanol), S(O)(O)(=O)=O (sulphuric acid). Run in C(C)OC(OCC)OCC (triethylorthoformate). The product is ClC=1C=C(CN2C=NC(=C2C#N)C#N)C=CC1Cl (1-(3,4-dichlorobenzyl)-4,5-dicyanoimidazole). RXN SMILES: [NH2:1]/[C:2](=[C:5](\[NH:8][CH2:9][C:10]1[CH:15]=[CH:14][C:13]([Cl:16])=[C:12]([Cl:17])[CH:11]=1)/[C:6]#[N:7])/[C:3]#[N:4].S(=O)(=O)(O)O.[CH2:23](O)C>C(OC(OCC)OCC)C>[Cl:17][C:12]1[CH:11]=[C:10]([CH:15]=[CH:14][C:13]=1[Cl:16])[CH2:9][N:8]1[C:5]([C:6]#[N:7])=[C:2]([C:3]#[N:4])[N:1]=[CH:23]1. Reported procedure: 2-Amino-3-(3,4-dichlorobenzylamino)maleonitrile (10.7 g) was heated on a steam bath in a mixture of ethanol (4 ml) and triethylorthoformate (12 g) containing concentrated sulphuric acid (0.02 ml) for 1 hour. The solution was evaporated to dryness to give a semi-solid, which was crystallised from ethanol (50 ml) to give 1-(3,4-dichlorobenzyl)-4,5-dicyanoimidazole (3.0 g), m.p. 131°-132.5° C., as pale yellow crystals.